This data is from the Open Reaction Database (ORD), a public repository of structured organic reaction records. The task is: describe an organic reaction: reactants, conditions, products, and yield The reactants are COC1=CC=C2C(=C(C=NC2=C1)C(=O)OCC)Cl (7-methoxy-4-chloro-3-ethoxycarbonylquinoline). The reagents and catalysts are [Pd] (Pd/C). Solvent: CCO (EtOH). Run at time 2 hour. Product: Cl.COC1=CC=C2C=C(C=NC2=C1)C(=O)OCC (7-methoxy-3-ethoxycarbonylquinoline hydrochloride). Reaction SMILES: [CH3:1][O:2][C:3]1[CH:12]=[C:11]2[C:6]([C:7]([Cl:18])=[C:8]([C:13]([O:15][CH2:16][CH3:17])=[O:14])[CH:9]=[N:10]2)=[CH:5][CH:4]=1>CCO.[Pd]>[ClH:18].[CH3:1][O:2][C:3]1[CH:12]=[C:11]2[C:6]([CH:7]=[C:8]([C:13]([O:15][CH2:16][CH3:17])=[O:14])[CH:9]=[N:10]2)=[CH:5][CH:4]=1 |f:3.4|. Reported procedure: To a stirred suspension of 7-methoxy-4-chloro-3-ethoxycarbonylquinoline (Step B, 1.53 g, 5 mmol) in EtOH (15 mL) under inert atmosphere was added Pd/C 10% (153 mg). The mixture was stirred at RT under H2 (atmospheric pressure) for 2 h. The mixture was filtered and solvent removed under vacuum to give crude 7-methoxy-3-ethoxycarbonylquinoline hydrochloride. The reactants are Brc1ccc2ccccc2c1, N#Cc1ccncc1, [Li]CCCC. Product: c1ccc2cc(Cc3ccncc3)ccc2c1. As a reaction SMILES: [Br:1][c:2]1[cH:3][c:4]2[cH:5][cH:6][cH:7][cH:8][c:9]2[cH:10][cH:11]1.[C:17](#[N:18])[c:19]1[cH:20][cH:21][n:22][cH:23][cH:24]1.[CH3:12][CH2:13][CH2:14][CH2:15][Li:16]>>[c:2]1([CH2:17][c:19]2[cH:20][cH:21][n:22][cH:23][cH:24]2)[cH:3][c:4]2[cH:5][cH:6][cH:7][cH:8][c:9]2[cH:10][cH:11]1. Starting materials: C1(O)=CC(O)=CC=C1 (resorcinol), [Br-].[Br-].[Br-].[NH+]1=CC=CC=C1.[NH+]1=CC=CC=C1.[NH+]1=CC=CC=C1 (pyridinium tribromide). The solvent is ClCCl (dichloromethane), CO (methanol). Run at time 8 hour. Product: BrC1=C(C=C(C(=C1)Br)O)O (4,6-Dibromo-1,3-benzenediol). The yield is 89.6%. As a reaction SMILES: [C:1]1([CH:8]=[CH:7][CH:6]=[C:4]([OH:5])[CH:3]=1)[OH:2].[Br-:9].[Br-:10].[Br-].[NH+]1C=CC=CC=1.[NH+]1C=CC=CC=1.[NH+]1C=CC=CC=1>ClCCl.CO>[Br:9][C:6]1[CH:7]=[C:8]([Br:10])[C:1]([OH:2])=[CH:3][C:4]=1[OH:5] |f:1.2.3.4.5.6|. Reported procedure: This synthesis was adapted from Shoji Kajigaeshi, Takaaki Kakinami, Tsuyoshi Okamoto, Hiroko Nakamura, Masahiro Fujikawa, Bulletin of the Chemical Society of Japan, 1987, volume 60, pages 4187-4189. To a solution of resorcinol (5.00 grams, 45.4 millimoles, 1.0 equivalent), dissolved in 100 milliliters dichloromethane and 40 milliliters methanol, pyridinium tribromide (29.0 grams, 90.8 millimoles, 2.0 equivalent) was added in small portions over the course of 60-70 minutes. The reaction was stirr...